Dataset: the Open Reaction Database (ORD), a public repository of structured organic reaction records. Task: describe an organic reaction: reactants, conditions, products, and yield RXN SMILES: [NH2:1][C:2]([CH3:29])([CH3:28])[C:3]#[C:4][C:5]1[N:10]=[CH:9][C:8]([C:11]2[CH:16]=[CH:15][N:14]=[C:13]([NH:17][CH:18]3[CH2:23][C:22]([CH3:25])([CH3:24])[NH:21][C:20]([CH3:27])([CH3:26])[CH2:19]3)[N:12]=2)=[CH:7][CH:6]=1>CCO.[Pd]>[NH2:1][C:2]([CH3:29])([CH3:28])[CH2:3][CH2:4][C:5]1[N:10]=[CH:9][C:8]([C:11]2[CH:16]=[CH:15][N:14]=[C:13]([NH:17][CH:18]3[CH2:23][C:22]([CH3:25])([CH3:24])[NH:21][C:20]([CH3:27])([CH3:26])[CH2:19]3)[N:12]=2)=[CH:7][CH:6]=1. Procedure details: {4-[6-(3-Amino-3-methyl-but-1-ynyl)-pyridin-3-yl]-pyrimidin-2-yl}-(2,2,6,6-tetramethyl-piperidin-4-yl)-amine (105 mg, 0.25 mmol) was dissolved in EtOH (100 ml) and hydrogenated at 1 atm over Pd/C (10%, 105 mg) for 2 hours at room temperature. The reaction mixture was filtered, evaporated, taken up in TBME/MeOH/ammonia (90/9/1) and passed through a bed of silicagel to give the title compound as slightly yellowish crystals, crystallized from ether. Yield: 35 mg (33%). Reagents/catalysts: [Pd] (Pd/C). The solvent is CCO (EtOH). The product is NC(CCC1=CC=C(C=N1)C1=NC(=NC=C1)NC1CC(NC(C1)(C)C)(C)C)(C)C ({4-[6-(3-Amino-3-methyl-butyl)-pyridin-3-yl]-pyrimidin-2-yl}-(2,2,6,6-tetramethyl-piperidin-4-yl)-amine). Reactants: NC(C#CC1=CC=C(C=N1)C1=NC(=NC=C1)NC1CC(NC(C1)(C)C)(C)C)(C)C ({4-[6-(3-Amino-3-methyl-but-1-ynyl)-pyridin-3-yl]-pyrimidin-2-yl}-(2,2,6,6-tetramethyl-piperidin-4-yl)-amine).